Dataset: the Open Reaction Database (ORD), a public repository of structured organic reaction records. Task: describe an organic reaction: reactants, conditions, products, and yield Reactants: CC(=O)N(Cc1cc(C(F)(F)F)cc(C(F)(F)F)c1)C1CCCN(C(=O)OC(C)C)c2cc(N=C(c3ccccc3)c3ccccc3)ccc21, CCOC(C)=O, Cl, C1CCOC1. Yields the product CC(=O)N(Cc1cc(C(F)(F)F)cc(C(F)(F)F)c1)C1CCCN(C(=O)OC(C)C)c2cc(N)ccc21. RXN SMILES: [C:2]([CH3:3])(=[O:4])[N:5]([CH:6]1[c:7]2[c:8]([cH:19][c:20]([N:23]=[C:24]([c:25]3[cH:26][cH:27][cH:28][cH:29][cH:30]3)[c:31]3[cH:32][cH:33][cH:34][cH:35][cH:36]3)[cH:21][cH:22]2)[N:9]([C:13](=[O:14])[O:15][CH:16]([CH3:17])[CH3:18])[CH2:10][CH2:11][CH2:12]1)[CH2:37][c:38]1[cH:39][c:40]([C:48]([F:49])([F:50])[F:51])[cH:41][c:42]([C:44]([F:45])([F:46])[F:47])[cH:43]1.[CH3:57][CH2:58][O:59][C:60](=[O:61])[CH3:62].[ClH:1].[O:52]1[CH2:53][CH2:54][CH2:55][CH2:56]1>>[C:2]([CH3:3])(=[O:4])[N:5]([CH:6]1[c:7]2[c:8]([cH:19][c:20]([NH2:23])[cH:21][cH:22]2)[N:9]([C:13](=[O:14])[O:15][CH:16]([CH3:17])[CH3:18])[CH2:10][CH2:11][CH2:12]1)[CH2:37][c:38]1[cH:39][c:40]([C:48]([F:49])([F:50])[F:51])[cH:41][c:42]([C:44]([F:45])([F:46])[F:47])[cH:43]1. Reactants: C[Si](C)(C)[SiH]([Si](C)(C)C)[Si](C)(C)C (tris(trimethylsilyl)silane), C(C)B(CC)CC (triethylborane), CCCCCC (hexane), solution, C(C)B(CC)CC (triethylborane), CCCCCC (hexane), C(O[C@H]1[C@@H](C[C@@H]2[C@H]1OC(OC2)C2=CC=C(C=C2)OC)N2C(C1=CC=CC=C1C2=O)=O)(OC2=CC=CC=C2)=S (O-[(4aS,6R,7S,7aR)-6-(1,3-dioxo-1,3-dihydro-2H-isoindol-2-yl)-2-(4-methoxyphenyl)hexahydrocyclopenta[d][1,3]dioxin-7-yl] O-phenyl thiocarbonate), C[Si](C)(C)[SiH]([Si](C)(C)C)[Si](C)(C)C (tris(trimethylsilyl)silane). The solvent is C1(=CC=CC=C1)C (toluene). Reaction conditions: time 2 hour. The product is COC1=CC=C(C=C1)C1OC[C@H]2[C@@H](O1)C[C@@H](C2)N2C(C1=CC=CC=C1C2=O)=O (2-[(4aS,6R,7aS)-2-(4-Methoxyphenyl)hexahydrocyclopenta[d][1,3]dioxin-6-yl]-1H-isoindole-1,3(2H)-dione). Yield: 41.6%. RXN SMILES: C(=S)(OC1C=CC=CC=1)O[C@@H:3]1[C@@H:7]2[O:8][CH:9]([C:12]3[CH:17]=[CH:16][C:15]([O:18][CH3:19])=[CH:14][CH:13]=3)[O:10][CH2:11][C@@H:6]2[CH2:5][C@H:4]1[N:20]1[C:28](=[O:29])[C:27]2[C:22](=[CH:23][CH:24]=[CH:25][CH:26]=2)[C:21]1=[O:30].C[Si]([SiH]([Si](C)(C)C)[Si](C)(C)C)(C)C.C(B(CC)CC)C.CCCCCC>C1(C)C=CC=CC=1>[CH3:19][O:18][C:15]1[CH:16]=[CH:17][C:12]([CH:9]2[O:8][C@H:7]3[CH2:3][C@H:4]([N:20]4[C:28](=[O:29])[C:27]5[C:22](=[CH:23][CH:24]=[CH:25][CH:26]=5)[C:21]4=[O:30])[CH2:5][C@H:6]3[CH2:11][O:10]2)=[CH:13][CH:14]=1. Reported procedure: To a solution of O-[(4aS,6R,7S,7aR)-6-(1,3-dioxo-1,3-dihydro-2H-isoindol-2-yl)-2-(4-methoxyphenyl)hexahydrocyclopenta[d][1,3]dioxin-7-yl] O-phenyl thiocarbonate (56.9 mg, 0.107 mmol) in toluene (4.00 mL) was added tris(trimethylsilyl)silane (0.0700 mL, 0.227 mmol). Air (2.00 mL) was bubbled through the solution and a 1.00 M solution of triethylborane in hexane (0.0320 mL, 0.0320 mmol) was added and the reaction was stirred for 2 h. More tris(trimethylsilyl)silane (0.0700 mL, 0.227 mmol) and 1.00... Starting materials: COC(=O)c1ccc(Br)c(C)c1, O=C([O-])[O-], C1COCCN1, C1COCCO1, [Cs+], [Cs+], c1ccc(P(c2ccccc2)c2ccc3ccccc3c2-c2c(P(c3ccccc3)c3ccccc3)ccc3ccccc23)cc1. Product: COC(=O)c1ccc(N2CCOCC2)c(C)c1. RXN SMILES: [Br:1][c:2]1[c:3]([CH3:12])[cH:4][c:5]([C:6](=[O:7])[O:8][CH3:9])[cH:10][cH:11]1.[C:13](=[O:14])([O-:15])[O-:16].[CH2:19]1[CH2:20][O:21][CH2:22][CH2:23][NH:24]1.[CH2:71]1[O:72][CH2:73][CH2:74][O:75][CH2:76]1.[Cs+:17].[Cs+:18].[cH:25]1[cH:26][cH:27][c:28]([P:29]([c:30]2[cH:31][cH:32][c:33]3[c:34]([cH:35][cH:36][cH:37][cH:38]3)[c:39]2-[c:40]2[c:41]3[c:42]([cH:43][cH:44][cH:45][cH:46]3)[cH:47][cH:48][c:49]2[P:50]([c:51]2[cH:52][cH:53][cH:54][cH:55][cH:56]2)[c:57]2[cH:58][cH:59][cH:60][cH:61][cH:62]2)[c:63]2[cH:64][cH:65][cH:66][cH:67][cH:68]2)[cH:69][cH:70]1>>[c:2]1([N:24]2[CH2:19][CH2:20][O:21][CH2:22][CH2:23]2)[c:3]([CH3:12])[cH:4][c:5]([C:6](=[O:7])[O:8][CH3:9])[cH:10][cH:11]1. Reactants: C(CCCCCCCCCCCCC)OC1=CC=C(C(=O)[O-])C=C1 (4-tetradecyloxybenzoate), [H-].[Al+3].[Li+].[H-].[H-].[H-] (lithium aluminum hydride), [OH-].[Na+] (sodium hydroxide), O (water), O (water). The solvent is O1CCCC1 (tetrahydrofuran), O1CCCC1 (tetrahydrofuran). Reaction conditions: temperature 0 celsius, time 2 hour. Yields the product C(CCCCCCCCCCCCC)OC1=CC=C(CO)C=C1 (4-(Tetradecyloxy) benzyl alcohol). Yield: 75.6%. Reaction SMILES: [H-].[Al+3].[Li+].[H-].[H-].[H-].[CH2:7]([O:21][C:22]1[CH:30]=[CH:29][C:25]([C:26]([O-])=[O:27])=[CH:24][CH:23]=1)[CH2:8][CH2:9][CH2:10][CH2:11][CH2:12][CH2:13][CH2:14][CH2:15][CH2:16][CH2:17][CH2:18][CH2:19][CH3:20].O.[OH-].[Na+]>O1CCCC1>[CH2:7]([O:21][C:22]1[CH:23]=[CH:24][C:25]([CH2:26][OH:27])=[CH:29][CH:30]=1)[CH2:8][CH2:9][CH2:10][CH2:11][CH2:12][CH2:13][CH2:14][CH2:15][CH2:16][CH2:17][CH2:18][CH2:19][CH3:20] |f:0.1.2.3.4.5,8.9|. Reported procedure: To about 13.61 g of lithium aluminum hydride in about 200 ml of tetrahydrofuran was added, over about 1/2 hour, a solution of about 130 g of 4-tetradecyloxybenzoate in about 400 ml of tetrahydrofuran, in an ice bath with stirring and maintaining the temperature below about 40° C. After stirring about 2 hours the mixture was cooled to about 0° C., about 9 ml of water was added dropwise followed by the dropwise addition of about 18 ml of about 15% sodium hydroxide and about 30 ml of water. This mi... Starting materials: [Cl-].[Na+] (sodium chloride), N1CCC(CC1)C1=NOC2=C1C=CC(=C2)F (3-(4-piperidyl)-6-fluoro-1,2-benzisoxazole), C(C=C)Br (allyl bromide), C([O-])([O-])=O.[K+].[K+] (potassium carbonate), [I-].[K+] (potassium iodide), [Cl-].[Na+] (sodium chloride). Run in O (water), CN(C=O)C (dimethylformamide), C(C)O (ethanol). Run at time 16 hour. Yields the product Cl.C(C=C)N1CCC(CC1)C1=NOC2=C1C=CC(=C2)F (3-(1-Allyl-4-piperidyl)-6-fluoro-1,2-benzisoxazole hydrochloride). RXN SMILES: [NH:1]1[CH2:6][CH2:5][CH:4]([C:7]2[C:11]3[CH:12]=[CH:13][C:14]([F:16])=[CH:15][C:10]=3[O:9][N:8]=2)[CH2:3][CH2:2]1.[CH2:17](Br)[CH:18]=[CH2:19].C(=O)([O-])[O-].[K+].[K+].[I-].[K+].[Cl-:29].[Na+]>CN(C)C=O.O.C(O)C>[ClH:29].[CH2:19]([N:1]1[CH2:2][CH2:3][CH:4]([C:7]2[C:11]3[CH:12]=[CH:13][C:14]([F:16])=[CH:15][C:10]=3[O:9][N:8]=2)[CH2:5][CH2:6]1)[CH:18]=[CH2:17] |f:2.3.4,5.6,7.8,12.13|. Procedure: A suspension of 4.95 g of 3-(4-piperidyl)-6-fluoro-1,2-benzisoxazole, 3.0 g of allyl bromide, 3.0 g of potassium carbonate and some crystals of potassium iodide in 70 ml of dimethylformamide was stirred under nitrogen at 85°-90° for 5 hrs. The reaction was cooled and added to 40 ml ethanol. Half-saturated sodium chloride, prepared by adding an equal volume of water to saturated sodium chloride solution was added. After 16 hrs, the crystals were filtered, washed with water and dried, yielding 3.4... Reactants: C(#N)C=1C=C2C=3CC(CCC3N(C2=CC1)CC1=CC(=CC=C1)F)NC(C(C)C)=O (N-[6-cyano-9-(3-fluorobenzyl)-2,3,4,9-tetrahydro-1H-carbazol-3-yl]isobutyramide), NNC(=S)N (thiosemicarbazide), [NH4+].[OH-] (NH4OH). Run in FC(C(=O)O)(F)F (trifluoroacetic acid). The product is NC1=NN=C(S1)C=1C=C2C=3CC(CCC3N(C2=CC1)CC1=CC(=CC=C1)F)NC(C(C)C)=O (N-[6-(5-Amino[1,3,4]thiadiazol-2-yl)-9-(3-fluorobenzyl)-2,3,4,9-tetrahydro-1H-carbazol-3-yl]isobutyramide). The yield is 16.9%. Reaction SMILES: [C:1]([C:3]1[CH:4]=[C:5]2[C:13](=[CH:14][CH:15]=1)[N:12]([CH2:16][C:17]1[CH:22]=[CH:21][CH:20]=[C:19]([F:23])[CH:18]=1)[C:11]1[CH2:10][CH2:9][CH:8]([NH:24][C:25](=[O:29])[CH:26]([CH3:28])[CH3:27])[CH2:7][C:6]2=1)#[N:2].N[NH:31][C:32]([NH2:34])=[S:33].[NH4+].[OH-]>FC(F)(F)C(O)=O>[NH2:34][C:32]1[S:33][C:1]([C:3]2[CH:4]=[C:5]3[C:13](=[CH:14][CH:15]=2)[N:12]([CH2:16][C:17]2[CH:22]=[CH:21][CH:20]=[C:19]([F:23])[CH:18]=2)[C:11]2[CH2:10][CH2:9][CH:8]([NH:24][C:25](=[O:29])[CH:26]([CH3:27])[CH3:28])[CH2:7][C:6]3=2)=[N:2][N:31]=1 |f:2.3|. Procedure: Heat a mixture of N-[6-cyano-9-(3-fluorobenzyl)-2,3,4,9-tetrahydro-1H-carbazol-3-yl]isobutyramide (example 51) (0.500 g, 1.28 mmol) and thiosemicarbazide (0.129 g, 1.41 mmol) in trifluoroacetic acid (5 ml) at 70° C. under nitrogen for 18 h. Pour the mixture onto dilute NH4OH solution and collect 0.510 g of the resultant precipitate by filtration. Azetrope the precipitate with absolute EtOH and purify by silica chromatography eluting with 0.05% NH4OH in EtOAc to give 0.10 g of a white solid. MS (... The reactants are S(=O)(=O)(Cl)Cl (sulfonyl chloride), [NH4+].[OH-] (NH4OH), S(=O)(=O)(Cl)Cl (sulfuryl chloride), S1C2=C(C=C1)C=CC=C2 (benzo[b]thiophene), [Li]CCCC (n-BuLi), Cl (HCl). Solvent: CC(=O)C (acetone), O (water), CCCCCC (hexane), C1CCOC1 (THF), CC(=O)C (acetone), CCCCCC (hexane), C1CCOC1 (THF). Conditions: temperature 0 celsius, time 20 minute. The product is S1C2=C(C=C1S(=O)(=O)N)C=CC=C2 (Benzo[b]thiophene-2-sulfonamide). Yield: 42.0%. Reaction SMILES: [S:1]1[CH:5]=[CH:4][C:3]2[CH:6]=[CH:7][CH:8]=[CH:9][C:2]1=2.[Li]CCCC.[S:15](Cl)(Cl)(=[O:17])=[O:16].[NH4+:20].[OH-].Cl>C1COCC1.CCCCCC.CC(C)=O.O>[S:1]1[C:5]([S:15]([NH2:20])(=[O:17])=[O:16])=[CH:4][C:3]2[CH:6]=[CH:7][CH:8]=[CH:9][C:2]1=2 |f:3.4|. Procedure: To a stirred solution of benzo[b]thiophene (2.2 mmol) in dry THF (1.5 mL) is cooled to 0° C. and is slowly added 1.6 M n-BuLi in hexane (1.6 mL, 2.5 mmol). The temperature is maintained at 0° C. and the reaction mixture is stirred for 20 min. Then the heterogeneous mixture is diluted with 2 mL of THF and is transferred by canula to a well-stirred solution of sulfuryl chloride (368 μL, 4.6 mmol) in hexane (1.5 mL) at 0° C. After 1 hr, the suspension is diluted with acetone and the resulting solut... The reactants are SC1=C(C(=O)O)C=CN=C1 (3-mercaptoisonicotinic acid), B (borane). Solvent: C1CCOC1 (THF), C1CCOC1 (THF). Conditions: time 30 minute. Yields the product OCC1=C(C=NC=C1)S (4-Hydroxymethyl-3-mercaptopyridine). Reaction SMILES: [SH:1][C:2]1[CH:10]=[N:9][CH:8]=[CH:7][C:3]=1[C:4](O)=[O:5].B>C1COCC1>[OH:5][CH2:4][C:3]1[CH:7]=[CH:8][N:9]=[CH:10][C:2]=1[SH:1]. Reported procedure: To a suspension of 3-mercaptoisonicotinic acid (1.80 g, 11.6 mmol) in dry THF (70 mL) was added slowly borane in THF (52 ml, 1M, 52 mmol) and the reaction mixture was stirred for 30 min. The solvent was evaporated under reduced pressure, methanol (40 mL) was added, and after gas evolution stopped, concentrated hydrochloric acid (3.6 mL) was added. The solution was filtered and the filtrate was evaporated to dryness. The residue was redissolved in a small volume of water, concentrated aqueous amm... Starting materials: C(C)(C)(C)NC(=O)C1=CN(C2=NC=C(N=C21)NC2=NC=C(N=C2)C)COCC[Si](C)(C)C (N-tert-butyl-2-(5-methylpyrazin-2-ylamino)-5-((2-(trimethylsilyl)ethoxy)methyl)-5H-pyrrolo[2,3-b]pyrazine-7-carboxamide), FC(C(=O)O)(F)F (trifluoroacetic acid). Solvent: ClCCl (dichloromethane), CO (methanol), [OH-].[NH4+] (ammonium hydroxide), ClCCl (dichloromethane). Run at time 16 hour. Product: C(C)(C)(C)NC(=O)C1=CNC2=NC=C(N=C21)NC2=NC=C(N=C2)C (N-tert-butyl-2-(5-methylpyrazin-2-ylamino)-5H-pyrrolo[2,3-b]pyrazine-7-carboxamide). The yield is 50.6%. As a reaction SMILES: [C:1]([NH:5][C:6]([C:8]1[C:16]2[C:11](=[N:12][CH:13]=[C:14]([NH:17][C:18]3[CH:23]=[N:22][C:21]([CH3:24])=[CH:20][N:19]=3)[N:15]=2)[N:10](COCC[Si](C)(C)C)[CH:9]=1)=[O:7])([CH3:4])([CH3:3])[CH3:2].FC(F)(F)C(O)=O>ClCCl.CO.[OH-].[NH4+]>[C:1]([NH:5][C:6]([C:8]1[C:16]2[C:11](=[N:12][CH:13]=[C:14]([NH:17][C:18]3[CH:23]=[N:22][C:21]([CH3:24])=[CH:20][N:19]=3)[N:15]=2)[NH:10][CH:9]=1)=[O:7])([CH3:4])([CH3:3])[CH3:2] |f:4.5|. Procedure: To a solution of N-tert-butyl-2-(5-methylpyrazin-2-ylamino)-5-((2-(trimethylsilyl)ethoxy)methyl)-5H-pyrrolo[2,3-b]pyrazine-7-carboxamide (72 mg, 158 mol) in dichloromethane (2.5 mL) was added trifluoroacetic acid (360 mg, 243 μL, 3.16 mmol) and stirred at room temperature for 16 h. The reaction mixture was concentrated in vacuo and the residue obtained diluted with dichloromethane (2.5 mL), methanol (1.2 mL) and ammonium hydroxide (0.35 mL) and the mixture stirred at room temperature for 1 h. Th... Starting materials: C1CS(C=2C=CC=C3[C@@H]4[C@H](N1C23)CCN(C4)C(=O)OC(C)(C)C)=O (tert-butyl(6bS,10aR)-1,2,6b,9,10,10a-hexahydropyrido[4,3-b][1,4]thiazino[2,3,4-hi]indole-8(7H)-carboxylate 3-oxide), C(=O)(C(F)(F)F)O (TFA), [OH-].[Na+] (NaOH). The solvent is C(Cl)Cl (CH2Cl2). Product: C1CS(C=2C=CC=C3[C@@H]4[C@H](N1C23)CCNC4)=O ((6bS,10aR)-1,2,6b,7,8,9,10,10a-octahydropyrido[4,3-b][1,4]thiazino[2,3,4-hi]indole 3-oxide). Yield: 35.7%. As a reaction SMILES: [CH2:1]1[N:11]2[C:12]3[C:8]([C@H:9]4[CH2:16][N:15](C(OC(C)(C)C)=O)[CH2:14][CH2:13][C@H:10]42)=[CH:7][CH:6]=[CH:5][C:4]=3[S:3](=[O:24])[CH2:2]1.C(O)(C(F)(F)F)=O.[OH-].[Na+]>C(Cl)Cl>[CH2:1]1[N:11]2[C:12]3[C:8]([C@H:9]4[CH2:16][NH:15][CH2:14][CH2:13][C@H:10]42)=[CH:7][CH:6]=[CH:5][C:4]=3[S:3](=[O:24])[CH2:2]1 |f:2.3|. Procedure details: The title compound (28 mg, 17%) was prepared by treatment of tert-butyl(6bS,10aR)-1,2,6b,9,10,10a-hexahydropyrido[4,3-b][1,4]thiazino[2,3,4-hi]indole-8(7H)-carboxylate 3-oxide (110 mg) with excess TFA in CH2Cl2 at 0 C. followed by treatment with 1 N aq. NaOH. 1H NMR (300 MHz, CDCl3) 1.79-1.99 (m, 1H), 2.10 (d, 1H, J=12.2 Hz), 2.39-2.57 (m, 1H), 2.72-3.01 (m, 3H), 3.01-3.22 (m, 2H), 3.22-3.51 (m, 3H), 3.61-3.72 (m, 1H), 6.69-6.89 (m, 1H), 7.17 (d, 1H, J=7.0 Hz), 7.42 (d, 1H, J=9.6 Hz) ppm; CI MS ...